describe an organic reaction: reactants, conditions, products, and yield From a dataset of the Open Reaction Database (ORD), a public repository of structured organic reaction records. The reactants are ClC=1C(=NC=CN1)C(O)C=1C=NC=CC1 ((3-chloro-pyrazin-2-yl)-pyridin-3-yl-methanol). Reagents/catalysts: O=[Mn]=O (MnO2). Run in C1(=CC=CC=C1)C (toluene). Product: ClC=1C(=NC=CN1)C(=O)C=1C=NC=CC1 ((3-Chloro-pyrazin-2-yl)-pyridin-3-yl-methanone). RXN SMILES: [Cl:1][C:2]1[C:3]([CH:8]([C:10]2[CH:11]=[N:12][CH:13]=[CH:14][CH:15]=2)[OH:9])=[N:4][CH:5]=[CH:6][N:7]=1>C1(C)C=CC=CC=1.O=[Mn]=O>[Cl:1][C:2]1[C:3]([C:8]([C:10]2[CH:11]=[N:12][CH:13]=[CH:14][CH:15]=2)=[O:9])=[N:4][CH:5]=[CH:6][N:7]=1. Procedure details: MnO2 (1.82 g, 20.95 mmol) is added to a solution of (3-chloro-pyrazin-2-yl)-pyridin-3-yl-methanol (929 mg, 4.19 mmol) in toluene (35 ml), and the reaction heated at reflux for 2 hours. The reaction is allowed to cool to room temperature and filtered through a pad of celite, which is washed with toluene. The solvent is removed in vacuo to afford (3-Chloro-pyrazin-2-yl)-pyridin-3-yl-methanone as a pale brown solid which is used in step 3 with no further purification [M+H]+ 220. Reactants: CC(C)C[Al+]CC(C)C, ClCCl, [F-], [H-], [Na+], O, ON=C1CCCc2sccc21. Product: c1cc2c(s1)CCCCN2. RXN SMILES: [CH2:13]([Al+:14][CH2:15][CH:16]([CH3:17])[CH3:18])[CH:19]([CH3:20])[CH3:21].[Cl:25][CH2:26][Cl:27].[F-:22].[H-:12].[Na+:23].[OH2:24].[s:1]1[c:2]2[c:3]([cH:4][cH:5]1)[C:6](=[N:10][OH:11])[CH2:7][CH2:8][CH2:9]2>>[s:1]1[c:2]2[c:3]([cH:4][cH:5]1)[NH:10][CH2:6][CH2:7][CH2:8][CH2:9]2. Reactants: C(OCC)(OCC)OCC (triethyl orthoformate), NC1=NC(=C(N=C1S)Cl)Cl (2-amino-5,6-dichloro-3-mercaptopyrazine). Yields the product ClC1=C(N=C2C(=N1)N=CS2)Cl (5,6-Dichlorothiazolo(4,5-b)pyrazine). Isolated yield 75.0%. RXN SMILES: [CH:1](OCC)(OCC)OCC.[NH2:11][C:12]1[C:17]([SH:18])=[N:16][C:15]([Cl:19])=[C:14]([Cl:20])[N:13]=1>>[Cl:20][C:14]1[N:13]=[C:12]2[N:11]=[CH:1][S:18][C:17]2=[N:16][C:15]=1[Cl:19]. Reported procedure: To 100 ml. of triethyl orthoformate was added 9.8 g (0.05 mole) of 2-amino-5,6-dichloro-3-mercaptopyrazine. The whole was heated to boiling under reflux for 20 hours, cooled to room temperature and filtered, washed with petroleum-ether and dried to give 7.7 g. (75% yield) of the desired product, m.p. 124°-5° C.